Dataset: the Open Reaction Database (ORD), a public repository of structured organic reaction records. Task: describe an organic reaction: reactants, conditions, products, and yield Reactants: COc1cc(N)ccc1-c1cnco1, CCOC(C)=O, CCN(C(C)C)C(C)C, O=C(Nc1cccc(CNC(=O)OC2CCOC2)c1)Oc1ccccc1. Product: COc1cc(NC(=O)Nc2cccc(CNC(=O)OC3CCOC3)c2)ccc1-c1cnco1. Reaction SMILES: [CH3:27][O:28][c:29]1[cH:30][c:31]([NH2:40])[cH:32][cH:33][c:34]1-[c:35]1[cH:36][n:37][cH:38][o:39]1.[CH3:50][CH2:51][O:52][C:53](=[O:54])[CH3:55].[CH:41]([N:42]([CH:43]([CH3:44])[CH3:45])[CH2:46][CH3:47])([CH3:48])[CH3:49].[c:1]1([O:2][C:8]([NH:9][c:10]2[cH:11][c:12]([CH2:16][NH:17][C:18](=[O:19])[O:20][CH:21]3[CH2:22][O:23][CH2:24][CH2:25]3)[cH:13][cH:14][cH:15]2)=[O:26])[cH:3][cH:4][cH:5][cH:6][cH:7]1>>[C:8]([NH:9][c:10]1[cH:11][c:12]([CH2:16][NH:17][C:18](=[O:19])[O:20][CH:21]2[CH2:22][O:23][CH2:24][CH2:25]2)[cH:13][cH:14][cH:15]1)(=[O:26])[NH:40][c:31]1[cH:30][c:29]([O:28][CH3:27])[c:34](-[c:35]2[cH:36][n:37][cH:38][o:39]2)[cH:33][cH:32]1. Starting materials: C1CCC(NC2CCCCC2)CC1, Cl, ClC(Cl)=C(Cl)Cl, CC(C)Oc1ccc(F)c(N2C(=O)C3=C(CCCC3)C2=O)c1. Yields the product CC(C)Oc1cc(N2C(=O)C3=C(CCCC3)C2=O)c(F)cc1Cl. Reaction SMILES: [CH:23]1([NH:24][CH:25]2[CH2:26][CH2:27][CH2:28][CH2:29][CH2:30]2)[CH2:31][CH2:32][CH2:33][CH2:34][CH2:35]1.[Cl:36].[Cl:37][C:38]([Cl:39])=[C:40]([Cl:41])[Cl:42].[F:1][c:2]1[c:3]([N:12]2[C:13](=[O:22])[C:14]3=[C:15]([C:16]2=[O:17])[CH2:18][CH2:19][CH2:20][CH2:21]3)[cH:4][c:5]([O:8][CH:9]([CH3:10])[CH3:11])[cH:6][cH:7]1>>[F:1][c:2]1[c:3]([N:12]2[C:13](=[O:22])[C:14]3=[C:15]([C:16]2=[O:17])[CH2:18][CH2:19][CH2:20][CH2:21]3)[cH:4][c:5]([O:8][CH:9]([CH3:10])[CH3:11])[c:6]([Cl:37])[cH:7]1. The reactants are ON1N=NC2=C1C=CC=C2 (1-hydroxybenzotriazole), CN1CCOCC1 (4-methylmorpholine), CNOC (N,O-dimethylhydroxylamine), C(C)(C)(C)OC(=O)NCCC1=C(NC2=CC=C(C=C12)C(C(=O)O)(C)C)C1=CC(=CC(=C1)C)C (2-[3-(2-tert-butoxycarbonylamino-ethyl)-2-(3,5-dimethylphenyl)-1H-indol-5-yl]-2-methylpropionic acid), Cl.CN(CCCN=C=NCC)C (1-(3-dimethylaminopropyl)-3-ethylcarbodiimide hydrochloride). Run at time 15 minute. Product: C(C)(C)(C)OC(NCCC1=C(NC2=CC=C(C=C12)C(C)(C)C(NCOC)=O)C1=CC(=CC(=C1)C)C)=O ((2-{2-(3,5-Dimethylphenyl)-5-[1-(methoxymethylcarbamoyl)-1-methyl-ethyl]-1H-indol-3-yl}ethyl)carbamic acid tert-butyl ester). As a reaction SMILES: [C:1]([O:5][C:6]([NH:8][CH2:9][CH2:10][C:11]1[C:19]2[C:14](=[CH:15][CH:16]=[C:17]([C:20]([CH3:25])([CH3:24])[C:21](O)=[O:22])[CH:18]=2)[NH:13][C:12]=1[C:26]1[CH:31]=[C:30]([CH3:32])[CH:29]=[C:28]([CH3:33])[CH:27]=1)=[O:7])([CH3:4])([CH3:3])[CH3:2].O[N:35]1[C:39]2C=CC=CC=2N=N1.CN1CC[O:48][CH2:47]C1.CNOC.Cl.CN(C)CCCN=C=NCC>>[C:1]([O:5][C:6](=[O:7])[NH:8][CH2:9][CH2:10][C:11]1[C:19]2[C:14](=[CH:15][CH:16]=[C:17]([C:20]([C:21](=[O:22])[NH:35][CH2:39][O:48][CH3:47])([CH3:25])[CH3:24])[CH:18]=2)[NH:13][C:12]=1[C:26]1[CH:27]=[C:28]([CH3:33])[CH:29]=[C:30]([CH3:32])[CH:31]=1)([CH3:2])([CH3:3])[CH3:4] |f:4.5|. Procedure: To a suspension of 2-[3-(2-tert-butoxycarbonylamino-ethyl)-2-(3,5-dimethylphenyl)-1H-indol-5-yl]-2-methylpropionic acid (1.23 g in 15 mL N,N-dimethylformamide) at 0° C. was added 608 mg of 1-hydroxybenzotriazole (HOBt), 0.48 mL 4-methylmorpholine and 352 mg of N,O-dimethylhydroxylamine hydrochlorideand the mixture stirred at low temperature. After 15 minutes, 826 mg 1-(3-dimethylaminopropyl)-3-ethylcarbodiimide hydrochloride (EDC) were added and the mixture warmed to room temperature. The reacti...